Dataset: the Open Reaction Database (ORD), a public repository of structured organic reaction records. Task: describe an organic reaction: reactants, conditions, products, and yield Starting materials: C1CCOC1, N#Cc1cc(Cl)cc(Oc2c(Cl)ccc(CN=[N+]=[N-])c2F)c1Cl, O, c1ccc(P(c2ccccc2)c2ccccc2)cc1. Yields the product N#Cc1cc(Cl)cc(Oc2c(Cl)ccc(CN)c2F)c1Cl. Reaction SMILES: [CH2:44]1[O:45][CH2:46][CH2:47][CH2:48]1.[N:1](=[N+:2]=[N-:3])[CH2:4][c:5]1[c:6]([F:23])[c:7]([O:12][c:13]2[c:14]([Cl:22])[c:15]([C:16]#[N:17])[cH:18][c:19]([Cl:21])[cH:20]2)[c:8]([Cl:11])[cH:9][cH:10]1.[OH2:43].[c:24]1([P:25]([c:26]2[cH:27][cH:28][cH:29][cH:30][cH:31]2)[c:32]2[cH:33][cH:34][cH:35][cH:36][cH:37]2)[cH:38][cH:39][cH:40][cH:41][cH:42]1>>[NH2:1][CH2:4][c:5]1[c:6]([F:23])[c:7]([O:12][c:13]2[c:14]([Cl:22])[c:15]([C:16]#[N:17])[cH:18][c:19]([Cl:21])[cH:20]2)[c:8]([Cl:11])[cH:9][cH:10]1. The reactants are ice water, CC(C(=O)OCCO)C (2-hydroxyethyl 2-methylpropionate), [N+](=O)([O-])C=1C=C(C=C(C1)[N+](=O)[O-])C(=O)N=[N+]=[N-] (3,5-dinitrophenyl carbonyl azide), C(C)#N (acetonitrile), C(C)#N (acetonitrile), [N+](=O)([O-])C=1C=C(C=C(C1)[N+](=O)[O-])N=C=O (3,5-dinitrophenyl isocyanate), [N+](=O)([O-])C=1C=C(C=C(C1)[N+](=O)[O-])N=C=O (3,5-dinitrophenyl isocyanate). Solvent: ClCCl (dichloromethane), O (water). Conditions: time 2 hour. Yields the product C(C(C)C)(=O)OCCOC(NC1=CC(=CC(=C1)[N+](=O)[O-])[N+](=O)[O-])=O (2-(3,5-dinitrophenylcarbamoyloxy)ethyl isobutyrate). As a reaction SMILES: [N+](C1C=C(C(N=[N+]=[N-])=O)C=C([N+]([O-])=O)C=1)([O-])=O.C(#N)C.[N+:21]([C:24]1[CH:25]=[C:26]([N:33]=[C:34]=[O:35])[CH:27]=[C:28]([N+:30]([O-:32])=[O:31])[CH:29]=1)([O-:23])=[O:22].[CH3:36][CH:37]([CH3:44])[C:38]([O:40][CH2:41][CH2:42][OH:43])=[O:39]>ClCCl.O>[C:38]([O:40][CH2:41][CH2:42][O:43][C:34](=[O:35])[NH:33][C:26]1[CH:25]=[C:24]([N+:21]([O-:23])=[O:22])[CH:29]=[C:28]([N+:30]([O-:32])=[O:31])[CH:27]=1)(=[O:39])[CH:37]([CH3:44])[CH3:36]. Procedure: 19.5 g (0.0822 mol) of 3,5-dinitrophenyl carbonyl azide was placed, in a nitrogen current, in a 0.3-l four-necked flask equipped with a nitrogen inlet tube, a dropping funnel, a reflux condenser, a thermometer and a mixing blade. Thereto was added acetonitrile for dissolution and the total amount was made 50 ml. The flask contents were heated for refluxing to obtain 50 ml of an acetonitrile solution containing 3,5-dinitrophenyl isocyanate (compound 7). While the flask was being cooled with ice w...